From a dataset of the Open Reaction Database (ORD), a public repository of structured organic reaction records. describe an organic reaction: reactants, conditions, products, and yield The reactants are [OH-].[K+] (potassium hydroxide), C(C)OC(C(C)(C)C=1C=C2C(=C(NC2=CC1)C1=CC(=CC(=C1)C)C)[C@@H](CNC(=O)OC(C)(C)C)C)=O ((S)-2-[3-(2-tert-butoxycarbonylamino-1-methylethyl)-2-(3,5-dimethylphenyl)-1H-indol-5-yl]-2-methylpropionic acid ethyl ester). Conditions: temperature 94 celsius. Product: C(C)(C)(C)OC(=O)NC[C@@H](C)C1=C(NC2=CC=C(C=C12)C(C(=O)O)(C)C)C1=CC(=CC(=C1)C)C ((S)-2-[3-(2-tert-butoxycarbonylamino-1-methylethyl)-2-(3,5-dimethylphenyl)-1H-indol-5-yl]-2-methvlpropionic acid). Isolated yield 101.8%. As a reaction SMILES: [OH-].[K+].C([O:5][C:6](=[O:38])[C:7]([C:10]1[CH:11]=[C:12]2[C:16](=[CH:17][CH:18]=1)[NH:15][C:14]([C:19]1[CH:24]=[C:23]([CH3:25])[CH:22]=[C:21]([CH3:26])[CH:20]=1)=[C:13]2[C@H:27]([CH3:37])[CH2:28][NH:29][C:30]([O:32][C:33]([CH3:36])([CH3:35])[CH3:34])=[O:31])([CH3:9])[CH3:8])C>>[C:33]([O:32][C:30]([NH:29][CH2:28][C@H:27]([C:13]1[C:12]2[C:16](=[CH:17][CH:18]=[C:10]([C:7]([CH3:9])([CH3:8])[C:6]([OH:38])=[O:5])[CH:11]=2)[NH:15][C:14]=1[C:19]1[CH:24]=[C:23]([CH3:25])[CH:22]=[C:21]([CH3:26])[CH:20]=1)[CH3:37])=[O:31])([CH3:34])([CH3:35])[CH3:36] |f:0.1|. Procedure: To a stirred solution of (S)-2-[3-(2-tert-butoxycarbonylamino-1-methylethyl)-2-(3,5-dimethylphenyl)-1H-indol-5-yl]-2-methylpropionic acid ethyl ester (2.5 g in 80 mL methanol) was added 26 mL of 2.0N potassium hydroxide and the mixture heated to 94° C. on an oil bath. After 14 hours the mixture was cooled to 0° C., acidified to pH5 and extracted with ethyl acetate. The organic layer was washed with saturated ammonium chloride, dried over sodium sulfate and concentrated in vacuo to give the crude... Reactants: COC(=O)CC(C)=O, C1CCNCC1, Cc1ccc(COc2ccccc2C=O)cc1, CC(=O)O, CC(C)O. Yields the product COC(=O)C(=Cc1ccccc1OCc1ccc(C)cc1)C(C)=O. RXN SMILES: [C:18]([CH2:19][C:20](=[O:21])[CH3:22])(=[O:23])[O:24][CH3:25].[CH2:26]1[CH2:27][CH2:28][NH:29][CH2:30][CH2:31]1.[CH3:1][c:2]1[cH:3][cH:4][c:5]([CH2:6][O:7][c:8]2[c:9]([CH:10]=[O:11])[cH:12][cH:13][cH:14][cH:15]2)[cH:16][cH:17]1.[CH3:32][C:33](=[O:34])[OH:35].[CH:36]([OH:37])([CH3:38])[CH3:39]>>[CH3:1][c:2]1[cH:3][cH:4][c:5]([CH2:6][O:7][c:8]2[c:9]([CH:10]=[C:19]([C:18](=[O:23])[O:24][CH3:25])[C:20](=[O:21])[CH3:22])[cH:12][cH:13][cH:14][cH:15]2)[cH:16][cH:17]1. The reactants are NN.ClC1=CC2=C(OC3=C(CN2C(=O)O)C=CC=C3)C=C1 (8-chloro-10,11-dihydrodibenz[b,f][1,4]oxazepine-10-carboxylic acid hydrazine), C1(\C=C/C(=O)O1)=O (maleic anhydride). The solvent is C1=CC=CC=C1.C(Cl)Cl (benzene methylene chloride). Conditions: time 24 hour. Yields the product C(=O)(O)C=CC(=O)NNC(=O)N1C2=C(OC3=C(C1)C=CC=C3)C=CC(=C2)Cl (1-(3-carboxypropenoyl)-2-(8-chloro-10,11-dihydrodibenz[b,f]-[1,4]oxazepine-10-carbonyl)hydrazine). As a reaction SMILES: [NH2:1][NH2:2].[Cl:3][C:4]1[CH:21]=[CH:20][C:7]2[O:8][C:9]3[CH:19]=[CH:18][CH:17]=[CH:16][C:10]=3[CH2:11][N:12]([C:13]([OH:15])=O)[C:6]=2[CH:5]=1.[C:22]1(=[O:28])[O:27][C:25](=[O:26])[CH:24]=[CH:23]1>C1C=CC=CC=1.C(Cl)Cl>[C:22]([CH:23]=[CH:24][C:25]([NH:1][NH:2][C:13]([N:12]1[CH2:11][C:10]2[CH:16]=[CH:17][CH:18]=[CH:19][C:9]=2[O:8][C:7]2[CH:20]=[CH:21][C:4]([Cl:3])=[CH:5][C:6]1=2)=[O:15])=[O:26])([OH:27])=[O:28] |f:0.1,3.4|. Reported procedure: To 1 part of 8-chloro-10,11-dihydrodibenz[b,f][1,4]oxazepine-10-carboxylic acid hydrazine dissolved in 50 parts by volume of 1:1 benzene-methylene chloride solution, is added in one portion 0.344 part of maleic anhydride.The reaction mixture is stirred at room temperature for 24 hours, and the solvent is evaporated to yield an oil which is crystallized from benzene-ethyl acetate solution. Recrystallization from ethyl acetate-cyclohexane-ethanol solution yields 1-(3-carboxypropenoyl)-2-(8-chloro-... The reactants are C1(CCCCC1)NC(NC1=CC=C(C=C1)C1=NOC(=C1)C(=O)O)=O (3-[4-(3-cyclohexyl-ureido)-phenyl]-isoxazole-5-carboxylic acid), Cl.COC([C@H](CC(C)C)N)=O ((S)-2-amino-4-methyl-pentanoic acid methyl ester hydrochloride), [K+].[Br-] (KBr). Yields the product COC([C@H](CC(C)C)NC(=O)C1=CC(=NO1)C1=CC=C(C=C1)NC(=O)NC1CCCCC1)=O ((S)-2-({3-[4-(3-cyclohexyl-ureido)-phenyl]-isoxazole-5-carbonyl}-amino)-4-methyl-pentanoic acid methyl ester). The yield is 67.9%. As a reaction SMILES: [CH:1]1([NH:7][C:8](=[O:24])[NH:9][C:10]2[CH:15]=[CH:14][C:13]([C:16]3[CH:20]=[C:19]([C:21](O)=[O:22])[O:18][N:17]=3)=[CH:12][CH:11]=2)[CH2:6][CH2:5][CH2:4][CH2:3][CH2:2]1.Cl.[CH3:26][O:27][C:28](=[O:35])[C@@H:29]([NH2:34])[CH2:30][CH:31]([CH3:33])[CH3:32].[K+].[Br-]>>[CH3:26][O:27][C:28](=[O:35])[C@@H:29]([NH:34][C:21]([C:19]1[O:18][N:17]=[C:16]([C:13]2[CH:12]=[CH:11][C:10]([NH:9][C:8]([NH:7][CH:1]3[CH2:6][CH2:5][CH2:4][CH2:3][CH2:2]3)=[O:24])=[CH:15][CH:14]=2)[CH:20]=1)=[O:22])[CH2:30][CH:31]([CH3:33])[CH3:32] |f:1.2,3.4|. Procedure details: The title compound was prepared from 3-[4-(3-cyclohexyl-ureido)-phenyl]-isoxazole-5-carboxylic acid and (S)-2-amino-4-methyl-pentanoic acid methyl ester hydrochloride as set forth in Example 5 and was obtained in 67.9% yield. Mass (ES+): 457 (M++1); IR (KBr): 3328, 2931, 1752 (br), 1655 (br), 1542 (br); 1H NMR (DMSO-d6) δ: 0.87, 0.91 (2×d, 6H), 1.14-1.81 (5×m, 13H), 3.47 (br, 1H), 3.65 (s, 3H), 4.49 (m, 1H), 6.17 (d, 1H), 7.52 (d, 2H), 7.59 (s, 1H), 7.77 (d, 2H), 8.59 (s, 1H), 8.96 (br, 1H), 9.3...